This data is from the Open Reaction Database (ORD), a public repository of structured organic reaction records. The task is: describe an organic reaction: reactants, conditions, products, and yield Starting materials: COC(C)(C)C, CCOCC, O, CC(O)c1cccc(-c2ccccc2)c1, BrP(Br)Br. The product is CC(Br)c1cccc(-c2ccccc2)c1. RXN SMILES: [CH3:21][O:22][C:23]([CH3:24])([CH3:25])[CH3:26].[CH3:27][CH2:28][O:29][CH2:30][CH3:31].[OH2:20].[OH:1][CH:2]([CH3:3])[c:4]1[cH:5][c:6](-[c:10]2[cH:11][cH:12][cH:13][cH:14][cH:15]2)[cH:7][cH:8][cH:9]1.[P:16]([Br:17])([Br:18])[Br:19]>>[CH:2]([CH3:3])([c:4]1[cH:5][c:6](-[c:10]2[cH:11][cH:12][cH:13][cH:14][cH:15]2)[cH:7][cH:8][cH:9]1)[Br:17]. The reactants are B, CS(=O)(=O)N1CCN(C(=O)N2CC(C#N)C(c3ccc(Cl)c(Cl)c3)C2)CC1, C1CCOC1. Yields the product CS(=O)(=O)N1CCN(C(=O)N2CC(CN)C(c3ccc(Cl)c(Cl)c3)C2)CC1. Reaction SMILES: [BH3:28].[Cl:1][c:2]1[cH:3][c:4]([CH:9]2[CH:10]([C:26]#[N:27])[CH2:11][N:12]([C:14](=[O:15])[N:16]3[CH2:17][CH2:18][N:19]([S:22](=[O:23])(=[O:24])[CH3:25])[CH2:20][CH2:21]3)[CH2:13]2)[cH:5][cH:6][c:7]1[Cl:8].[O:29]1[CH2:30][CH2:31][CH2:32][CH2:33]1>>[Cl:1][c:2]1[cH:3][c:4]([CH:9]2[CH:10]([CH2:26][NH2:27])[CH2:11][N:12]([C:14](=[O:15])[N:16]3[CH2:17][CH2:18][N:19]([S:22](=[O:23])(=[O:24])[CH3:25])[CH2:20][CH2:21]3)[CH2:13]2)[cH:5][cH:6][c:7]1[Cl:8]. Starting materials: ice water, C(CC(=O)C)(=O)OCC (ethyl acetoacetate), BrCCBr (1,2-dibromoethane), [OH-].[K+] (potassium hydroxide). Solvent: CS(=O)C (dimethylsulfoxide). Conditions: time 8 hour. Product: C(C)(=O)C1(CC1)C(=O)OCC (Ethyl 1-acetylcyclopropanecarboxylate). The yield is 104.0%. RXN SMILES: [C:1]([O:7][CH2:8][CH3:9])(=[O:6])[CH2:2][C:3]([CH3:5])=[O:4].Br[CH2:11][CH2:12]Br.[OH-].[K+]>CS(C)=O>[C:3]([C:2]1([C:1]([O:7][CH2:8][CH3:9])=[O:6])[CH2:12][CH2:11]1)(=[O:4])[CH3:5] |f:2.3|. Procedure: A mixture of ethyl acetoacetate (13.0 g, 99.9 mmol), 1,2-dibromoethane (13 mL, 151 mmol) and potassium hydroxide (14.0 g, 250 mmol) in dimethylsulfoxide (130 mL) was stirred at ambient temperature overnight. The mixture was poured into ice water and extracted with diethyl ether. The combined organic layers were washed with brine, and dried over sodium sulfate. Filtration and concentration gave 16.22 g of an oily material, which was purified by column chromatography (silica gel 80 g, 20% ethyl ac... Reactants: CC(C)(C)c1nc(-c2cc(N)ccc2F)c(-c2ccnc(Cl)n2)s1, ClCCl, O=S(=O)(Cl)c1c(F)cccc1F, c1ccncc1. Product: CC(C)(C)c1nc(-c2cc(NS(=O)(=O)c3c(F)cccc3F)ccc2F)c(-c2ccnc(Cl)n2)s1. As a reaction SMILES: [Cl:1][c:2]1[n:3][cH:4][cH:5][c:6](-[c:8]2[c:9](-[c:17]3[cH:18][c:19]([NH2:20])[cH:21][cH:22][c:23]3[F:24])[n:10][c:11]([C:13]([CH3:14])([CH3:15])[CH3:16])[s:12]2)[n:7]1.[Cl:43][CH2:44][Cl:45].[F:31][c:32]1[c:33]([S:39](=[O:40])(=[O:41])[Cl:42])[c:34]([F:38])[cH:35][cH:36][cH:37]1.[cH:25]1[cH:26][cH:27][n:28][cH:29][cH:30]1>>[Cl:1][c:2]1[n:3][cH:4][cH:5][c:6](-[c:8]2[c:9](-[c:17]3[cH:18][c:19]([NH:20][S:39]([c:33]4[c:32]([F:31])[cH:37][cH:36][cH:35][c:34]4[F:38])(=[O:40])=[O:41])[cH:21][cH:22][c:23]3[F:24])[n:10][c:11]([C:13]([CH3:14])([CH3:15])[CH3:16])[s:12]2)[n:7]1. Reactants: NC1=C(C=CC=C1)NC(\C=C\C1=CN(C=C1)S(=O)(=O)C1=CC=C(C=C1)C=1C=NN(C1)C)=O ((E)-N-(2-amino-phenyl)-3-{1-[4-(1-methyl-1H-pyrazol-4-yl)-benzenesulfonyl]-1H-pyrrol-3-yl}-acrylamide), Br (HBr). Solvent: C1CCOC1 (THF), C1CCOC1 (THF). Product: Br.NC1=C(C=CC=C1)NC(\C=C\C1=CN(C=C1)S(=O)(=O)C1=CC=C(C=C1)C=1C=NN(C1)C)=O ((E)-N-(2-Amino-phenyl)-3-{1-[4-(1-methyl-1H-pyrazol-4-yl)-benzenesulfonyl]-1H-pyrrol-3-yl}-acrylamide hydrobromide). As a reaction SMILES: [NH2:1][C:2]1[CH:7]=[CH:6][CH:5]=[CH:4][C:3]=1[NH:8][C:9](=[O:32])/[CH:10]=[CH:11]/[C:12]1[CH:16]=[CH:15][N:14]([S:17]([C:20]2[CH:25]=[CH:24][C:23]([C:26]3[CH:27]=[N:28][N:29]([CH3:31])[CH:30]=3)=[CH:22][CH:21]=2)(=[O:19])=[O:18])[CH:13]=1.[BrH:33]>C1COCC1>[BrH:33].[NH2:1][C:2]1[CH:7]=[CH:6][CH:5]=[CH:4][C:3]=1[NH:8][C:9](=[O:32])/[CH:10]=[CH:11]/[C:12]1[CH:16]=[CH:15][N:14]([S:17]([C:20]2[CH:25]=[CH:24][C:23]([C:26]3[CH:27]=[N:28][N:29]([CH3:31])[CH:30]=3)=[CH:22][CH:21]=2)(=[O:19])=[O:18])[CH:13]=1 |f:3.4|. Reported procedure: To 0.21 g of (E)-N-(2-amino-phenyl)-3-{1-[4-(1-methyl-1H-pyrazol-4-yl)-benzenesulfonyl]-1H-pyrrol-3-yl}-acrylamide in 4 ml THF a solution of 0.169 ml of 48%-HBr (169 μL, 1.5 mmol) in 4 ml THF was added dropwise. A solid separated, which was treated with diethylether. The resulting crystalline solid was separated and dried overnight. Yield: 287 mg (100%); MP: 200° C., sinter. The compound contained 1.86 HBr/Mol. The reactants are C(C)(C)(C)C1=CC=C(CNCCC2=CC=C(C=C2)Cl)C=C1 ((4-tert-butyl-benzyl)-[2-(4-chloro-phenyl)-ethyl]-amine), ClC=1C=C2C=CNC2=C(C1F)C(=O)O (5-chloro-6-fluoro-1H-indole-7-carboxylic acid), CN(C)C(=[N+](C)C)ON1C2=C(C=CC=C2)N=N1.[B-](F)(F)(F)F (TBTU), C(C)(C)N(C(C)C)CC (N,N-diisopropylethyl amine). Run in CN(C)C=O (DMF), O (water), CN(C)C=O (DMF). Reaction conditions: time 5 minute. Product: C(C)(C)(C)C1=CC=C(CN(C(=O)C=2C(=C(C=C3C=CNC23)Cl)F)CCC2=CC=C(C=C2)Cl)C=C1 (5-Chloro-6-fluoro-1H-indole-7-carboxylic acid (4-tert-butyl-benzyl)-[2-(4-chloro-phenyl)-ethyl]-amide). Yield: 47.9%. RXN SMILES: [Cl:1][C:2]1[CH:3]=[C:4]2[C:8](=[C:9]([C:12]([OH:14])=O)[C:10]=1[F:11])[NH:7][CH:6]=[CH:5]2.CN(C(ON1N=NC2C=CC=CC1=2)=[N+](C)C)C.[B-](F)(F)(F)F.C(N(CC)C(C)C)(C)C.[C:46]([C:50]1[CH:66]=[CH:65][C:53]([CH2:54][NH:55][CH2:56][CH2:57][C:58]2[CH:63]=[CH:62][C:61]([Cl:64])=[CH:60][CH:59]=2)=[CH:52][CH:51]=1)([CH3:49])([CH3:48])[CH3:47]>CN(C=O)C.O>[C:46]([C:50]1[CH:66]=[CH:65][C:53]([CH2:54][N:55]([CH2:56][CH2:57][C:58]2[CH:63]=[CH:62][C:61]([Cl:64])=[CH:60][CH:59]=2)[C:12]([C:9]2[C:10]([F:11])=[C:2]([Cl:1])[CH:3]=[C:4]3[C:8]=2[NH:7][CH:6]=[CH:5]3)=[O:14])=[CH:52][CH:51]=1)([CH3:49])([CH3:47])[CH3:48] |f:1.2|. Procedure: To a solution of 100 mg (0.47 mmol) 5-chloro-6-fluoro-1H-indole-7-carboxylic acid and 150 mg of TBTU (0.47 mmol) in 7 ml DMF, were added 0.4 ml (2.34 mmol) of N,N-diisopropylethyl amine. After stirring for 5 min at rt, 141 mg (0.47 mmol) (4-tert-butyl-benzyl)-[2-(4-chloro-phenyl)-ethyl]-amine in 1 ml DMF was added. After stirring for 17 h at rt, the reaction mixture was diluted with 80 ml water and extracted with EtOAc (2×). The combined organic phases were washed with water and brine, dried wit... Reactants: CC=1NC(=C(N1)C(C)C=1C=CC=C2C=CC=NC12)C (8-(1-(2,5-dimethyl-1H-imidazol-4-yl)ethyl)quinoline), [As](O)(O)(O)=O (arsenic acid), OCC(O)CO (glycerol). The solvent is S(O)(O)(=O)=O (sulfuric acid), O (water). Run at temperature 160 celsius. Yields the product CC=1C(=CC=C2C=CC=NC12)C(=O)O (8-Methylquinoline-7-carboxylic acid). Yield: 51.9%. Reaction SMILES: CC1NC(C)=C([CH:7]([C:9]2[CH:10]=[CH:11][CH:12]=[C:13]3[C:18]=2[N:17]=[CH:16][CH:15]=[CH:14]3)C)N=1.[As](=O)(O)(O)[OH:21].OCC([CH2:29][OH:30])O>S(=O)(=O)(O)O.O>[CH3:7][C:9]1[C:10]([C:29]([OH:30])=[O:21])=[CH:11][CH:12]=[C:13]2[C:18]=1[N:17]=[CH:16][CH:15]=[CH:14]2. Procedure details: A mixture of 3-amino-2-methylbenzoic acid (18) (6.1 g, 39.7 mmol), arsenic acid (7.4 g, 52.3 mmol), and glycerol (5.8 mL, 79.4 mmol) in sulfuric acid (9 mL) was heated at 160° C. for 5 hours. The reaction mixture was cooled to room temperature and diluted with water. The mixture was filtered through a bed of celite and the filtrate was adjusted with 2 M NaOH to pH˜6. The aqueous layer was extracted numerous times with chloroform/isopropanol. The pooled organic layers were removed under vacuum. T... Starting materials: BrC1=C(SC=C1)C(=O)O (3-Bromothiophene-2-carboxylic acid), O1CCCC1 (tetrahydrofuran), C1(=CC=CC=C1)C (toluene), S(=O)(Cl)Cl (thionyl chloride), N (ammonia), O (water). Run at temperature 100 celsius, time 3 hour. Yields the product BrC1=C(SC=C1)C(=O)N (3-bromothiophene-2-carboxamide). Yield: 52.5%. Reaction SMILES: [Br:1][C:2]1[CH:6]=[CH:5][S:4][C:3]=1[C:7]([OH:9])=O.C1(C)C=CC=CC=1.S(Cl)(Cl)=O.O1CCCC1.[NH3:26].O>>[Br:1][C:2]1[CH:6]=[CH:5][S:4][C:3]=1[C:7]([NH2:26])=[O:9]. Reported procedure: 3-Bromothiophene-2-carboxylic acid (63.61 g, 307.2 mmol) was weighed into a 1 L round bottom flask equipped with reflux condenser and the flask was purged with argon. To this flask was added toluene (636.1 mL, 5972 mmol) and thionyl chloride (44.82 mL, 614.4 mmol) at room temperature, and the resulting mixture was stirred for 3 h at 100° C. The reaction mixture was evaporated and the residue was azeotroped with toluene (2×100 mL). The resulting residue was dissolved in tetrahydrofuran (954.1 mL,... Product: CN(C)c1cc(Cl)nc(Nc2ccccc2)n1. The reactants are CNC, CCN(C(C)C)C(C)C, Clc1cc(Cl)nc(Nc2ccccc2)n1, C1CCOC1. Reaction SMILES: [CH3:1][NH:2][CH3:3].[CH:24]([N:25]([CH2:26][CH3:27])[CH:28]([CH3:29])[CH3:30])([CH3:31])[CH3:32].[Cl:4][c:5]1[n:6][c:7]([NH:12][c:13]2[cH:14][cH:15][cH:16][cH:17][cH:18]2)[n:8][c:9]([Cl:11])[cH:10]1.[O:19]1[CH2:20][CH2:21][CH2:22][CH2:23]1>>[CH3:1][N:2]([CH3:3])[c:5]1[n:6][c:7]([NH:12][c:13]2[cH:14][cH:15][cH:16][cH:17][cH:18]2)[n:8][c:9]([Cl:11])[cH:10]1.